This data is from the Open Reaction Database (ORD), a public repository of structured organic reaction records. The task is: describe an organic reaction: reactants, conditions, products, and yield RXN SMILES: CN.[CH3:3][O:4][CH:5]([O:18][CH3:19])[C:6]1[C:15]([CH:16]=O)=[CH:14][C:13]2[CH2:12][CH2:11][CH2:10][NH:9][C:8]=2[N:7]=1.Cl.CN.[C:23]([BH3-])#[N:24].[Na+]>CO.O>[CH3:3][O:4][CH:5]([O:18][CH3:19])[C:6]1[C:15]([CH2:16][NH:24][CH3:23])=[CH:14][C:13]2[CH2:12][CH2:11][CH2:10][NH:9][C:8]=2[N:7]=1 |f:2.3,4.5|. Product: COC(C1=NC=2NCCCC2C=C1CNC)OC (1-(2-(dimethoxymethyl)-5,6,7,8-tetrahydro-1,8-naphthyridin-3-yl)-N-methylmethanamine). Reaction conditions: temperature 70 celsius. Starting materials: C(#N)[BH3-].[Na+] (Sodium cyanoborohydride), CN (methylamine), COC(C1=NC=2NCCCC2C=C1C=O)OC (2-(dimethoxymethyl)-5,6,7,8-tetrahydro-1,8-naphthyridine-3-carbaldehyde), COC(C1=NC=2NCCCC2C=C1C=O)OC (2-(dimethoxymethyl)-5,6,7,8-tetrahydro-1,8-naphthyridine-3-carbaldehyde), Cl.CN (methylamine hydrochloride). Solvent: O (Water), CO (MeOH), CO (MeOH). Procedure details: A solution of methylamine in MeOH (8M, 1.06 ml, 8.46 mmol) was added to a mixture of 2-(dimethoxymethyl)-5,6,7,8-tetrahydro-1,8-naphthyridine-3-carbaldehyde (intermediate 41, 1.0 g, 4.23 mmol) and methylamine hydrochloride (0.57 g, 8.46 mmol), in MeOH (20 ml) at room temperature. Sodium cyanoborohydride (1.06 g, 16.93 mmol) was then added and the reaction mixture heated at 70° C. for 2 h. Water was added to the cooled reaction mixture and the volume reduced under vacuum. The remaining predominan...